Dataset: the Open Reaction Database (ORD), a public repository of structured organic reaction records. Task: describe an organic reaction: reactants, conditions, products, and yield Starting materials: Cl (hydrochloric acid), C(C)(=O)O (acetic acid), FC1=CC=C(C=C1)C1=C(N=NS1)CO ([5-(4-Fluorophenyl)-1,2,3-thiadiazol-4-yl]methanol). The reagents and catalysts are [O-2].[O-2].[Mn+4] (manganese dioxide). Solvent: O1CCCC1 (tetrahydrofuran). Run at time 16 hour. Yields the product FC1=CC=C(C=C1)C1=C(N=NS1)/C=C/C(=O)O ((2E)-3-[5-(4-fluorophenyl)-1,2,3-thiadiazol-4-yl]acrylic acid). Yield: 21.0%. RXN SMILES: [F:1][C:2]1[CH:7]=[CH:6][C:5]([C:8]2[S:12][N:11]=[N:10][C:9]=2[CH2:13]O)=[CH:4][CH:3]=1.Cl.[C:16]([OH:19])(=[O:18])[CH3:17]>O1CCCC1.[O-2].[O-2].[Mn+4]>[F:1][C:2]1[CH:3]=[CH:4][C:5]([C:8]2[S:12][N:11]=[N:10][C:9]=2/[CH:13]=[CH:17]/[C:16]([OH:19])=[O:18])=[CH:6][CH:7]=1 |f:4.5.6|. Reported procedure: [5-(4-Fluorophenyl)-1,2,3-thiadiazol-4-yl]methanol (0.75 g) was dissolved in tetrahydrofuran (30 ml) and activated manganese dioxide (3 g) was added. The mixture was stirred at room temperature for 16 hrs. The reaction mixture was filtered and the filtrate was concentrated. Ethyl diethylphosphonoacetate (0.50 g) and N,N-dimethylformamide (10 ml) were added to the residue. To this mixture was added sodium hydride (60% in oil, 80 mg) at 0° C. and the mixture was stirred at 0° C. for 1 hr. The reac... Reactants: BrC1=C(C=NN(C1=O)CC(=O)NCC1=CC=NC=C1)N[C@H]1[C@@H]([C@@H]2C([C@H](C1)C2)(C)C)C (2-{5-Bromo-6-oxo-4-[(1R,2R,3R,5S)-2,6,6-trimethylbicyclo[3.1.1]hept-3-ylamino]pyridazin-1(6H)-yl}-N-(pyridin-4-ylmethyl)acetamide), O1CCCC1.B (borane tetrahydrofuran), [Cl-].[Na+] (sodium chloride). The solvent is CN(C=O)C (N,N-dimethylformamide). Conditions: time 5.5 hour. Product: BrC=1C(N(N=CC1N[C@H]1[C@@H]([C@@H]2C([C@H](C1)C2)(C)C)C)CCNCC2=CC=NC=C2)=O (4-Bromo-2-[2-(pyridin-4-ylmethylamino)ethyl]-5-[(1R,2R,3R,5S)-2,6,6-trimethylbicyclo[3.1.1]hept-3-ylamino]pyridazin-3(2H)-one). Yield: 95.2%. RXN SMILES: [Br:1][C:2]1[C:7](=[O:8])[N:6]([CH2:9][C:10]([NH:12][CH2:13][C:14]2[CH:19]=[CH:18][N:17]=[CH:16][CH:15]=2)=O)[N:5]=[CH:4][C:3]=1[NH:20][C@@H:21]1[CH2:26][C@@H:25]2[CH2:27][C@@H:23]([C:24]2([CH3:29])[CH3:28])[C@H:22]1[CH3:30].O1CCCC1.B.[Cl-].[Na+]>CN(C)C=O>[Br:1][C:2]1[C:7](=[O:8])[N:6]([CH2:9][CH2:10][NH:12][CH2:13][C:14]2[CH:19]=[CH:18][N:17]=[CH:16][CH:15]=2)[N:5]=[CH:4][C:3]=1[NH:20][C@@H:21]1[CH2:26][C@@H:25]2[CH2:27][C@@H:23]([C:24]2([CH3:28])[CH3:29])[C@H:22]1[CH3:30] |f:1.2,3.4|. Reported procedure: 2-{5-Bromo-6-oxo-4-[(1R,2R,3R,5S)-2,6,6-trimethylbicyclo[3.1.1]hept-3-ylamino]pyridazin-1(6H)-yl}-N-(pyridin-4-ylmethyl)acetamide (35 mg, 0.073 mmol) in N,N-dimethylformamide (1 mL) was mixed with a borane tetrahydrofuran complex (1.13 M in tetrahydrofuran, 78 μL, 0.088 mmol) under cooling with ice and stirred at room temperature for 5.5 hours. After completion of the reaction, the reaction solution was mixed with saturated aqueous sodium chloride and extracted with ethyl acetate. The resulting ... The reactants are N[C@H]1C[C@]2([C@H](OCC2)C1)C(=O)N1CC=2C=C(C=NC2CC1)C(F)(F)F (((3aS,5S,6aR)-5-aminohexahydro-2H-cyclopenta[b]furan-3a-yl)(3-(trifluoromethyl)-7,8-dihydro-1,6-naphthyridin-6(5H)-yl)methanone), O1CCC(CC1)=O (tetrahydro-4H-pyran-4-one). Product: O1CCC(CC1)N[C@H]1C[C@]2([C@H](OCC2)C1)C(=O)N1CC=2C=C(C=NC2CC1)C(F)(F)F (((3aS,5S,6aR)-5-((tetrahydro-2H-pyran-4-yl)amino)hexahydro-2H-cyclopenta[b]furan-3a-yl)(3-(trifluoromethyl)-7,8-dihydro-1,6-naphthyridin-6(5H)-yl)methanone). As a reaction SMILES: [NH2:1][C@@H:2]1[CH2:9][C@H:5]2[O:6][CH2:7][CH2:8][C@@:4]2([C:10]([N:12]2[CH2:21][CH2:20][C:19]3[N:18]=[CH:17][C:16]([C:22]([F:25])([F:24])[F:23])=[CH:15][C:14]=3[CH2:13]2)=[O:11])[CH2:3]1.[O:26]1[CH2:31][CH2:30][C:29](=O)[CH2:28][CH2:27]1>>[O:26]1[CH2:31][CH2:30][CH:29]([NH:1][C@@H:2]2[CH2:9][C@H:5]3[O:6][CH2:7][CH2:8][C@@:4]3([C:10]([N:12]3[CH2:21][CH2:20][C:19]4[N:18]=[CH:17][C:16]([C:22]([F:25])([F:24])[F:23])=[CH:15][C:14]=4[CH2:13]3)=[O:11])[CH2:3]2)[CH2:28][CH2:27]1. Reported procedure: The title compound was prepared from reaction of the product of Example 1, Step G and tetrahydro-4H-pyran-4-one following the procedure described in Example 1, Step H. 1H NMR (CHLOROFORM-d) δ: 8.72 (br. s., 1H), 7.70 (br. s., 1H), 5.04 (d, J=4.6 Hz, 1H), 4.78 (br. s., 2H), 3.95 (s, 2H), 3.97 (s, 3H), 3.53-3.75 (m, 2H), 3.28-3.49 (m, 2H), 3.14 (br. s., 2H), 2.62-2.81 (m, 1H), 2.29 (dd, J=12.8, 5.5 Hz, 3H), 1.99-2.17 (m, 1H), 1.60-1.92 (m, 3H), 1.18-1.57 (m, 5H). Calculated for C22H28F3N3O3: 440.2... The reactants are N#CCC(=O)O, CC(C)N=C=NC(C)C, COc1cc(N)c(Cl)cc1Cl, C1CCOC1. Product: COc1cc(NC(=O)CC#N)c(Cl)cc1Cl. RXN SMILES: [C:12](#[N:13])[CH2:14][C:15](=[O:16])[OH:17].[CH3:18][CH:19]([N:20]=[C:21]=[N:22][CH:23]([CH3:24])[CH3:25])[CH3:26].[Cl:1][c:2]1[c:3]([NH2:4])[cH:5][c:6]([O:10][CH3:11])[c:7]([Cl:9])[cH:8]1.[O:27]1[CH2:28][CH2:29][CH2:30][CH2:31]1>>[Cl:1][c:2]1[c:3]([NH:4][C:15]([CH2:14][C:12]#[N:13])=[O:16])[cH:5][c:6]([O:10][CH3:11])[c:7]([Cl:9])[cH:8]1. The reactants are C1(=CC=CC=C1)P(C(OCC)OCC)=O (phenyl(diethoxymethyl)phosphine oxide), CCCBr (n-propyl bromide). Product: C1(=CC=CC=C1)P(C(OCC)OCC)(CCC)=O (phenyl(n-propyl)(diethoxymethyl)phosphine oxide). As a reaction SMILES: [C:1]1([PH:7](=[O:15])[CH:8]([O:12][CH2:13][CH3:14])[O:9][CH2:10][CH3:11])[CH:6]=[CH:5][CH:4]=[CH:3][CH:2]=1.[CH3:16][CH2:17][CH2:18]Br>>[C:1]1([P:7](=[O:15])([CH2:16][CH2:17][CH3:18])[CH:8]([O:12][CH2:13][CH3:14])[O:9][CH2:10][CH3:11])[CH:2]=[CH:3][CH:4]=[CH:5][CH:6]=1. Procedure details: Following a procedure analogous to that of Example 11 but using phenyl(diethoxymethyl)phosphine oxide instead of tertiary-butyl(diethoxymethyl)phosphine oxide and n-propyl bromide instead of iso-butyl bromide there is obtained phenyl(n-propyl)(diethoxymethyl)phosphine oxide as a colourless oil. 31P NMR 35.845 ppm (CDCl3)